describe an organic reaction: reactants, conditions, products, and yield From a dataset of the Open Reaction Database (ORD), a public repository of structured organic reaction records. Reactants: C(=O)([O-])[O-].[K+].[K+] (K2CO3), 1-(2-chloroethyl)morpholine, C(C)C1=CC2=C(C(C=3NC4=CC(=CC=C4C3C2=O)C#N)(C)C)C=C1NCCN1CCOCC1 (9-Ethyl-6,6-dimethyl-8-(2-morpholin-4-yl-ethylamino)-11-oxo-6,11-dihydro-5H-benzo[b]carbazole-3-carbonitrile). Run in C(C)(=O)OCC (ethyl acetate), CN(C)C=O (DMF). Conditions: temperature 90 celsius, time 17 hour. Product: C(C)C1=CC2=C(C(C=3N(C4=CC(=CC=C4C3C2=O)C#N)CCN2CCOCC2)(C)C)C=C1NCCN1CCOCC1 (9-Ethyl-6,6-dimethyl-5-(2-morpholin-4-yl-ethyl)-8-(2-morpholin-4-yl-ethylamino)-11-oxo-6,11-dihydro-5H-benzo[b]carbazole-3-carbonitrile). Yield: 101.9%. RXN SMILES: [CH2:1]([C:3]1[C:24]([NH:25][CH2:26][CH2:27][N:28]2[CH2:33][CH2:32][O:31][CH2:30][CH2:29]2)=[CH:23][C:6]2[C:7]([CH3:22])([CH3:21])[C:8]3[NH:9][C:10]4[C:15]([C:16]=3[C:17](=[O:18])[C:5]=2[CH:4]=1)=[CH:14][CH:13]=[C:12]([C:19]#[N:20])[CH:11]=4)[CH3:2].[C:34]([O-:37])([O-])=O.[K+].[K+]>CN(C=O)C.C(OCC)(=O)C>[CH2:1]([C:3]1[C:24]([NH:25][CH2:26][CH2:27][N:28]2[CH2:33][CH2:32][O:31][CH2:30][CH2:29]2)=[CH:23][C:6]2[C:7]([CH3:22])([CH3:21])[C:8]3[N:9]([CH2:26][CH2:27][N:28]4[CH2:33][CH2:34][O:37][CH2:30][CH2:29]4)[C:10]4[C:15]([C:16]=3[C:17](=[O:18])[C:5]=2[CH:4]=1)=[CH:14][CH:13]=[C:12]([C:19]#[N:20])[CH:11]=4)[CH3:2] |f:1.2.3|. Procedure details: 9-Ethyl-6,6-dimethyl-8-(2-morpholin-4-yl-ethylamino)-11-oxo-6,11-dihydro-5H-benzo[b]carbazole-3-carbonitrile (10 mg) was dissolved in DMF (1 ml), added with K2CO3 (10 mg) and 1-(2-chloroethyl)morpholine (8 mg), and then stirred at 90° C. for 17 hrs. The reaction mixture was diluted with ethyl acetate (10 ml). The organic layer was washed with 10% brine and concentrated under reduced pressure. The resulting residues were purified by silica gel column (dichloromethane/methanol=99/1 to 90/10) to ob...